Dataset: the Open Reaction Database (ORD), a public repository of structured organic reaction records. Task: describe an organic reaction: reactants, conditions, products, and yield The reactants are CC(C)c1cc(Br)ccc1O, O=C(CBr)OCc1ccccc1, O=C([O-])[O-], CN(C)C=O, CCOC(C)=O, [K+], [K+], O. Yields the product CC(C)c1cc(Br)ccc1OCC(=O)OCc1ccccc1. RXN SMILES: [Br:13][c:14]1[cH:15][c:16]([CH:21]([CH3:22])[CH3:23])[c:17]([OH:20])[cH:18][cH:19]1.[Br:1][CH2:2][C:3](=[O:4])[O:5][CH2:6][c:7]1[cH:8][cH:9][cH:10][cH:11][cH:12]1.[C:24](=[O:25])([O-:26])[O-:27].[CH3:31][N:32]([CH3:33])[CH:34]=[O:35].[CH3:36][CH2:37][O:38][C:39](=[O:40])[CH3:41].[K+:28].[K+:29].[OH2:30]>>[CH2:2]([C:3](=[O:4])[O:5][CH2:6][c:7]1[cH:8][cH:9][cH:10][cH:11][cH:12]1)[O:20][c:17]1[c:16]([CH:21]([CH3:22])[CH3:23])[cH:15][c:14]([Br:13])[cH:19][cH:18]1. Reaction SMILES: [C:28](=[O:29])([O-:30])[O-:31].[CH3:35][S:36]([CH3:37])=[O:38].[Cl:1][c:2]1[cH:3][cH:4][n:5][c:6]2[cH:7][c:8]([O:14][CH3:15])[c:9]([O:12][CH3:13])[cH:10][c:11]12.[Cs+:32].[Cs+:33].[NH2:16][c:17]1[n:18][n:19]([CH3:27])[c:20]2[cH:21][c:22]([OH:26])[cH:23][cH:24][c:25]12.[OH2:34]>>[c:2]1([O:26][c:22]2[cH:21][c:20]3[n:19]([CH3:27])[n:18][c:17]([NH2:16])[c:25]3[cH:24][cH:23]2)[cH:3][cH:4][n:5][c:6]2[cH:7][c:8]([O:14][CH3:15])[c:9]([O:12][CH3:13])[cH:10][c:11]12. Starting materials: O=C([O-])[O-], CS(C)=O, COc1cc2nccc(Cl)c2cc1OC, [Cs+], [Cs+], Cn1nc(N)c2ccc(O)cc21, O. Product: COc1cc2nccc(Oc3ccc4c(N)nn(C)c4c3)c2cc1OC. Starting materials: CC(=CC(=O)\N=C(/SC)\N1CCCC1)C ((Z)-methyl N-3-methylbut-2-enoylpyrrolidine-1-carbimidothioate), FC(CNN)(F)F ((2,2,2-trifluoroethyl)hydrazine). Run in C(C)(=O)OCC (ethyl acetate). Reaction conditions: temperature 100 celsius, time 1 hour. The product is CC(=CC1=NC(=NN1CC(F)(F)F)N1CCCC1)C (5-(2-methyl-prop enyl)-3-pyrrolidin-1-yl-1-(2,2,2-trifluoro-ethyl)-1H-[1,2,4]triazole). Yield: 52.5%. Reaction SMILES: [CH3:1][C:2]([CH3:15])=[CH:3][C:4](/[N:6]=[C:7](/[N:10]1[CH2:14][CH2:13][CH2:12][CH2:11]1)\SC)=O.[F:16][C:17]([F:22])([F:21])[CH2:18][NH:19][NH2:20]>C(OCC)(=O)C>[CH3:1][C:2]([CH3:15])=[CH:3][C:4]1[N:19]([CH2:18][C:17]([F:22])([F:21])[F:16])[N:20]=[C:7]([N:10]2[CH2:14][CH2:13][CH2:12][CH2:11]2)[N:6]=1. Procedure details: A mixture of (Z)-methyl N-3-methylbut-2-enoylpyrrolidine-1-carbimidothioate (2.515 g, 11.1 mmol, Eq: 1.00) and (2,2,2-trifluoroethyl)hydrazine (5 g, 30.7 mmol, Eq: 2.76) was stirred for 1 hour at 100° C. The mixture was dissolved in ethyl acetate and washed with water 3 times and once with brine. The organic layer was separated, dried over magnesium sulfate, filtrated and evaporated affording 5-(2-methyl-prop enyl)-3-pyrrolidin-1-yl-1-(2,2,2-trifluoro-ethyl)-1H-[1,2,4]triazole (1.599 g/52.5%) as... Reactants: C(CCC)C1=NC=2C(=NC=CC2C)N1CC1=CC=C(C=C1)N1C(=C(C(=C1)Cl)Cl)C#N (2-butyl-3-[4-(3,4-dichloro-2-cyano-1-pyrrolyl)benzyl]-7-methyl-3H-imidazo[4,5-b]pyridine), C[Sn](C)(C)N=[N+]=[N-] (trimethyltin azide), [OH-].[Na+] (sodium hydroxide). Solvent: C=1(C(=CC=CC1)C)C (xylene). Reaction conditions: temperature 120 celsius, time 22 hour. Yields the product C(CCC)C1=NC=2C(=NC=CC2C)N1CC1=CC=C(C=C1)N1C(=C(C(=C1)Cl)Cl)C1=NN=NN1 (2-butyl-3-[4-[3,4-dichloro-2-(1H-tetrazol-5-yl)-1-pyrrolyl]benzyl]-7-methyl-3H-imidazo[4,5-b]pyridine). The yield is 95.9%. Reaction SMILES: [CH2:1]([C:5]1[N:14]([CH2:15][C:16]2[CH:21]=[CH:20][C:19]([N:22]3[CH:26]=[C:25]([Cl:27])[C:24]([Cl:28])=[C:23]3[C:29]#[N:30])=[CH:18][CH:17]=2)[C:8]2=[N:9][CH:10]=[CH:11][C:12]([CH3:13])=[C:7]2[N:6]=1)[CH2:2][CH2:3][CH3:4].C[Sn]([N:35]=[N+:36]=[N-:37])(C)C.[OH-].[Na+]>C1(C)C(C)=CC=CC=1>[CH2:1]([C:5]1[N:14]([CH2:15][C:16]2[CH:21]=[CH:20][C:19]([N:22]3[CH:26]=[C:25]([Cl:27])[C:24]([Cl:28])=[C:23]3[C:29]3[NH:37][N:36]=[N:35][N:30]=3)=[CH:18][CH:17]=2)[C:8]2=[N:9][CH:10]=[CH:11][C:12]([CH3:13])=[C:7]2[N:6]=1)[CH2:2][CH2:3][CH3:4] |f:2.3|. Procedure details: A mixture of 2-butyl-3-[4-(3,4-dichloro-2-cyano-1-pyrrolyl)benzyl]-7-methyl-3H-imidazo[4,5-b]pyridine (490 mg) and trimethyltin azide (690 mg) in xylene (5 ml) was stirred at 120° C. for 22 hours. After cooled to ambient temperature, the mixture was treated with aqueous 1N sodium hydroxide (10 ml) for 4 hours. The suspension was filtered. The filtrate was washed with diisopropyl ether, adjusted to pH 4 with aqueous 1N-hydrochloric acid, and concentrated in vacuo. The residue was purified by colu... Reactants: ON1N=NC2=C1C=CC=C2 (1-hydroxybenzotriazole), CCN=C=NCCCN(C)C (EDCI), C(C)(C)N(C(C)C)CC (N,N-diisopropylethylamine), Cl.CN (Methylamine hydrochloride), C(C)(C)(C)OC(=O)N1CCN(CC1)C1=CC=C(C=C1)NC1=NC=C(C(=N1)CCC1=C(C=CC=C1)CC(=O)[O-])C(F)(F)F.[Li+] (Lithium 2-(2-(2-(2-((4-(4-(tert-butoxycarbonyl)piperazin-1-yl)phenyl)amino)-5-(trifluoromethyl)pyrimidin-4-yl)ethyl)phenyl)acetate). The solvent is C1CCOC1 (THF), CN(C)C=O (DMF). Reaction conditions: time 10 minute. The product is CNC(CC1=C(CCC2=NC(=NC=C2C(F)(F)F)NC2=CC=C(C=C2)N2CCN(CC2)C(=O)OC(C)(C)C)C=CC=C1)=O (tert-Butyl 4-(4-((4-(2-(2-(methylamino)-2-oxoethyl)phenethyl)-5-(trifluoromethyl)pyrimidin-2-yl)amino)phenyl)piperazine-1-carboxylate). Isolated yield 69.0%. RXN SMILES: [C:1]([O:5][C:6]([N:8]1[CH2:13][CH2:12][N:11]([C:14]2[CH:19]=[CH:18][C:17]([NH:20][C:21]3[N:26]=[C:25]([CH2:27][CH2:28][C:29]4[CH:34]=[CH:33][CH:32]=[CH:31][C:30]=4[CH2:35][C:36]([O-:38])=O)[C:24]([C:39]([F:42])([F:41])[F:40])=[CH:23][N:22]=3)=[CH:16][CH:15]=2)[CH2:10][CH2:9]1)=[O:7])([CH3:4])([CH3:3])[CH3:2].[Li+].O[N:45]1[C:49]2C=CC=CC=2N=N1.CCN=C=NCCCN(C)C.C(N(CC)C(C)C)(C)C.Cl.CN>C1COCC1.CN(C=O)C>[CH3:49][NH:45][C:36](=[O:38])[CH2:35][C:30]1[CH:31]=[CH:32][CH:33]=[CH:34][C:29]=1[CH2:28][CH2:27][C:25]1[C:24]([C:39]([F:42])([F:41])[F:40])=[CH:23][N:22]=[C:21]([NH:20][C:17]2[CH:18]=[CH:19][C:14]([N:11]3[CH2:12][CH2:13][N:8]([C:6]([O:5][C:1]([CH3:3])([CH3:2])[CH3:4])=[O:7])[CH2:9][CH2:10]3)=[CH:15][CH:16]=2)[N:26]=1 |f:0.1,5.6|. Procedure: Lithium 2-(2-(2-(2-((4-(4-(tert-butoxycarbonyl)piperazin-1-yl)phenyl)amino)-5-(trifluoromethyl)pyrimidin-4-yl)ethyl)phenyl)acetate (I7) (0.130 g, 0.220 mmol) was dissolved in dry THF (7 mL) and dry DMF (1 mL) under an atmosphere of nitrogen. To the solution were added 1-hydroxybenzotriazole (0.036 g, 0.26 mmol) and EDCI (0.051 g, 0.26 mmol) and N,N-diisopropylethylamine (0.153 mL, 0.879 mmol) and the reaction mixture was stirred at room temperature for 10 minutes. Methylamine hydrochloride (0.05... The reactants are BrCCBr, COC(=O)C(I)=CC1CCCCC1, C[Si](C)(C)Cl, O=C(C=Cc1ccccc1)C=Cc1ccccc1, O=C(C=Cc1ccccc1)C=Cc1ccccc1, [Cl-], Cc1nnnn1-c1ccc(I)cc1Cl, [NH4+], C1CCOC1, [Pd], [Zn], c1ccc(P(c2ccccc2)c2ccccc2)cc1. Product: COC(=O)C(=CC1CCCCC1)c1ccc(-n2nnnc2C)c(Cl)c1. RXN SMILES: [Br:1][CH2:2][CH2:3][Br:4].[CH3:10][O:11][C:12]([C:13](=[CH:14][CH:15]1[CH2:16][CH2:17][CH2:18][CH2:19][CH2:20]1)[I:21])=[O:22].[CH3:5][Si:6]([Cl:7])([CH3:8])[CH3:9].[CH:65](=[CH:66][C:67]([CH:68]=[CH:69][c:70]1[cH:71][cH:72][cH:73][cH:74][cH:75]1)=[O:76])[c:77]1[cH:78][cH:79][cH:80][cH:81][cH:82]1.[CH:83](=[CH:84][C:85]([CH:86]=[CH:87][c:88]1[cH:89][cH:90][cH:91][cH:92][cH:93]1)=[O:94])[c:95]1[cH:96][cH:97][cH:98][cH:99][cH:100]1.[Cl-:56].[Cl:42][c:43]1[c:44](-[n:50]2[n:51][n:52][n:53][c:54]2[CH3:55])[cH:45][cH:46][c:47]([I:49])[cH:48]1.[NH4+:57].[O:58]1[CH2:59][CH2:60][CH2:61][CH2:62]1.[Pd:64].[Zn:63].[c:23]1([P:24]([c:25]2[cH:26][cH:27][cH:28][cH:29][cH:30]2)[c:31]2[cH:32][cH:33][cH:34][cH:35][cH:36]2)[cH:37][cH:38][cH:39][cH:40][cH:41]1>>[CH3:10][O:11][C:12]([C:13](=[CH:14][CH:15]1[CH2:16][CH2:17][CH2:18][CH2:19][CH2:20]1)[c:47]1[cH:46][cH:45][c:44](-[n:50]2[n:51][n:52][n:53][c:54]2[CH3:55])[c:43]([Cl:42])[cH:48]1)=[O:22]. The reactants are CC(Oc1ccc(S(C)(=O)=O)cc1C(=O)O)C(F)(F)F, CCOC(C)=O, CC#N, Clc1ccc2nc(N3CCNCC3)ccc2c1, Cl. Yields the product CC(Oc1ccc(S(C)(=O)=O)cc1C(=O)N1CCN(c2ccc3cc(Cl)ccc3n2)CC1)C(F)(F)F. Reaction SMILES: [CH3:19][S:20](=[O:21])(=[O:22])[c:23]1[cH:24][cH:25][c:26]([O:32][CH:33]([C:34]([F:35])([F:36])[F:37])[CH3:38])[c:27]([C:28](=[O:29])[OH:30])[cH:31]1.[CH3:39][CH2:40][O:41][C:42](=[O:43])[CH3:44].[CH3:45][C:46]#[N:47].[Cl:2][c:3]1[cH:4][c:5]2[cH:6][cH:7][c:8]([N:13]3[CH2:14][CH2:15][NH:16][CH2:17][CH2:18]3)[n:9][c:10]2[cH:11][cH:12]1.[ClH:1]>>[Cl:2][c:3]1[cH:4][c:5]2[cH:6][cH:7][c:8]([N:13]3[CH2:14][CH2:15][N:16]([C:28]([c:27]4[c:26]([O:32][CH:33]([C:34]([F:35])([F:36])[F:37])[CH3:38])[cH:25][cH:24][c:23]([S:20]([CH3:19])(=[O:21])=[O:22])[cH:31]4)=[O:29])[CH2:17][CH2:18]3)[n:9][c:10]2[cH:11][cH:12]1. The reactants are C(Br)(Br)(Br)Br (carbon tetrabromide), C(CC)C=1C(NC(N([C@H]2C[C@H](O)[C@@H](CO)O2)C1)=O)=O (2'-deoxy-5-n-propyluridine), C1(=CC=CC=C1)P(C1=CC=CC=C1)C1=CC=CC=C1 (triphenylphosphine), [N-]=[N+]=[N-].[Na+] (sodium azide). The solvent is CN(C=O)C (dimethylformamide), CO (methanol). Conditions: time 72 hour. The product is N(=[N+]=[N-])C[C@@H]1[C@H](C[C@@H](O1)N1C(=O)NC(=O)C(=C1)CCC)O (5'-azido-2',5'-dideoxy-5-n-propyluridine). The yield is 65.8%. Reaction SMILES: [CH2:1]([C:4]1[C:5](=[O:19])[NH:6][C:7](=[O:18])[N:8]([CH:17]=1)[C@@H:9]1[O:16][C@H:13]([CH2:14]O)[C@@H:11]([OH:12])[CH2:10]1)[CH2:2][CH3:3].C1(P(C2C=CC=CC=2)C2C=CC=CC=2)C=CC=CC=1.[N-:39]=[N+:40]=[N-:41].[Na+].C(Br)(Br)(Br)Br>CN(C)C=O.CO>[N:39]([CH2:14][C@H:13]1[O:16][C@@H:9]([N:8]2[CH:17]=[C:4]([CH2:1][CH2:2][CH3:3])[C:5](=[O:19])[NH:6][C:7]2=[O:18])[CH2:10][C@@H:11]1[OH:12])=[N+:40]=[N-:41] |f:2.3|. Reported procedure: 0.57 g of 2'-deoxy-5-n-propyluridine, 0.6 g of triphenylphosphine and 0.69 g of sodium azide were stirred in 20 ml of dry dimethylformamide. 0.77 g of carbon tetrabromide was added over a period of 5 minutes. The mixture was stirred at room temperature for 72 hours, 20 ml of methanol were added and the mixture was stirred for a further 0.5 hour. The mixture was evaporated and the residue was stirred with a mixture of 25 ml of dichloromethane/methanol (8:2). An insoluble solid was removed by filt... The reactants are O=C([O-])[O-], CC(=O)Nc1cn(C)nc1C, CC1(C)c2cccc(P(c3ccccc3)c3ccccc3)c2Oc2c(P(c3ccccc3)c3ccccc3)cccc21, N#Cc1cnc(Cl)cc1Cl, [Cs+], [Cs+], [Li+], CC(=O)[O-], CC(=O)[O-], C1COCCO1, [OH-], O, [Pd+2]. The product is Cc1nn(C)cc1Nc1cc(Cl)c(C#N)cn1. As a reaction SMILES: [C:64](=[O:65])([O-:66])[O-:67].[CH3:11][n:12]1[n:13][c:14]([CH3:21])[c:15]([NH:17][C:18](=[O:19])[CH3:20])[cH:16]1.[CH3:22][C:23]1([CH3:24])[c:25]2[cH:26][cH:27][cH:28][c:29]([P:30]([c:31]3[cH:32][cH:33][cH:34][cH:35][cH:36]3)[c:37]3[cH:38][cH:39][cH:40][cH:41][cH:42]3)[c:43]2[O:44][c:45]2[c:46]1[cH:47][cH:48][cH:49][c:50]2[P:51]([c:52]1[cH:53][cH:54][cH:55][cH:56][cH:57]1)[c:58]1[cH:59][cH:60][cH:61][cH:62][cH:63]1.[Cl:1][c:2]1[c:3]([C:9]#[N:10])[cH:4][n:5][c:6]([Cl:8])[cH:7]1.[Cs+:68].[Cs+:69].[Li+:72].[O-:74][C:75]([CH3:76])=[O:77].[O-:78][C:79]([CH3:80])=[O:81].[O:82]1[CH2:83][CH2:84][O:85][CH2:86][CH2:87]1.[OH-:71].[OH2:70].[Pd+2:73]>>[Cl:1][c:2]1[c:3]([C:9]#[N:10])[cH:4][n:5][c:6]([NH:17][c:15]2[c:14]([CH3:21])[n:13][n:12]([CH3:11])[cH:16]2)[cH:7]1.